From a dataset of the Open Reaction Database (ORD), a public repository of structured organic reaction records. describe an organic reaction: reactants, conditions, products, and yield Reactants: CC(C)(C)OC(=O)NC(CCOc1ccc(CCCCNC(=O)OCc2ccccc2)cc1)C(N)=O, CO, ClCCl. Yields the product CC(C)(C)OC(=O)NC(CCOc1ccc(CCCCN)cc1)C(N)=O. Reaction SMILES: [CH2:1]([O:2][C:3](=[O:4])[NH:10][CH2:11][CH2:12][CH2:13][CH2:14][c:15]1[cH:16][cH:17][c:18]([O:21][CH2:22][CH2:23][CH:24]([C:25]([NH2:26])=[O:27])[NH:28][C:29](=[O:30])[O:31][C:32]([CH3:33])([CH3:34])[CH3:35])[cH:19][cH:20]1)[c:5]1[cH:6][cH:7][cH:8][cH:9][cH:36]1.[CH3:37][OH:38].[Cl:39][CH2:40][Cl:41]>>[NH2:10][CH2:11][CH2:12][CH2:13][CH2:14][c:15]1[cH:16][cH:17][c:18]([O:21][CH2:22][CH2:23][CH:24]([C:25]([NH2:26])=[O:27])[NH:28][C:29](=[O:30])[O:31][C:32]([CH3:33])([CH3:34])[CH3:35])[cH:19][cH:20]1. Reactants: C(C)(=O)O (acetic acid), product, C(C)(C)NC(C)C (diisopropylamine), C(CCC)[Li] (n-butyllithium), C(C)(C)(C)OC(=O)NCC(=O)OCC1=CC=CC=C1 (N-(t-butoxycarbonyl)glycine, benzyl ester), O1CCC(CC1)=O (tetrahydro-4-pyranone). Run in O1CCCC1 (tetrahydrofuran), CCCCCC (hexane), O1CCCC1 (tetrahydrofuran), O1CCCC1 (tetrahydrofuran), O (water), O1CCCC1 (tetrahydrofuran). Conditions: temperature -72 celsius, time 20 minute. Product: C(C)(C)(C)OC(=O)NC(C(=O)OCC1=CC=CC=C1)C1(CCOCC1)O (N-(t-Butoxycarbonyl)-α-(4-hydroxy-2,3,5,6-tetrahydro-4-pyranyl)glycine, benzyl ester). As a reaction SMILES: C(NC(C)C)(C)C.C([Li])CCC.[C:13]([O:17][C:18]([NH:20][CH2:21][C:22]([O:24][CH2:25][C:26]1[CH:31]=[CH:30][CH:29]=[CH:28][CH:27]=1)=[O:23])=[O:19])([CH3:16])([CH3:15])[CH3:14].[O:32]1[CH2:37][CH2:36][C:35](=[O:38])[CH2:34][CH2:33]1.C(O)(=O)C>O1CCCC1.CCCCCC.O>[C:13]([O:17][C:18]([NH:20][CH:21]([C:35]1([OH:38])[CH2:36][CH2:37][O:32][CH2:33][CH2:34]1)[C:22]([O:24][CH2:25][C:26]1[CH:27]=[CH:28][CH:29]=[CH:30][CH:31]=1)=[O:23])=[O:19])([CH3:16])([CH3:14])[CH3:15]. Procedure: A solution of diisopropylamine (17.5 ml, 0.127 moles) in 300 ml of dry tetrahydrofuran at -45° C. under argon was treated with 70 ml (0.117 moles) of 1.71 M n-butyllithium (in hexane). After 20 minutes at -45° C., the mixture was cooled to -72° C. and treated with 13.3 g (0.05 moles) of dried N-(t-butoxycarbonyl)glycine, benzyl ester in 60 ml of dry tetrahydrofuran. After 50 minutes, the dark yellow homogeneous solution was treated with 5 ml (5.43 g, 0.0543 moles) of tetrahydro-4-pyranone in 50 ... Starting materials: N12CCCCCC2=NCCC1 (1,8-Diazabicyclo[5.4.0]undec-7-ene), Cl.NCC1=C2C(N(C(C2=CC=C1)=O)C1C(NC(CC1)=O)=O)=O (4-aminomethyl-2-(2,6-dioxo-piperidin-3-yl)-isoindole-1,3-dione hydrochloride), CN1N=C(C=C1C)C(=O)Cl (1,5-dimethyl-1H-pyrazole-3-carbonyl chloride). Run in C(C)#N (acetonitrile). Run at time 10 minute. The product is O=C1NC(CCC1N1C(C2=CC=CC(=C2C1=O)CNC(=O)C1=NN(C(=C1)C)C)=O)=O (1,5-dimethyl-1H-pyrazole-3-carboxylic acid [2-(2,6-dioxo-piperidin-3-yl)-1,3-dioxo-2,3-dihydro-1H-isoindol-4-ylmethyl]-amide). Isolated yield 36.6%. Reaction SMILES: N12CCCN=C1CCCCC2.Cl.[NH2:13][CH2:14][C:15]1[CH:23]=[CH:22][CH:21]=[C:20]2[C:16]=1[C:17](=[O:33])[N:18]([CH:25]1[CH2:30][CH2:29][C:28](=[O:31])[NH:27][C:26]1=[O:32])[C:19]2=[O:24].[CH3:34][N:35]1[C:39]([CH3:40])=[CH:38][C:37]([C:41](Cl)=[O:42])=[N:36]1>C(#N)C>[O:32]=[C:26]1[CH:25]([N:18]2[C:17](=[O:33])[C:16]3[C:20](=[CH:21][CH:22]=[CH:23][C:15]=3[CH2:14][NH:13][C:41]([C:37]3[CH:38]=[C:39]([CH3:40])[N:35]([CH3:34])[N:36]=3)=[O:42])[C:19]2=[O:24])[CH2:30][CH2:29][C:28](=[O:31])[NH:27]1 |f:1.2|. Procedure: 1,8-Diazabicyclo[5.4.0]undec-7-ene (1.0 g, 6.6 mmol) was added to a stirred suspension of 4-aminomethyl-2-(2,6-dioxo-piperidin-3-yl)-isoindole-1,3-dione hydrochloride (0.7 g, 2.0 mmol) in acetonitrile (40 mL). After stirring for 10 minutes, 1,5-dimethyl-1H-pyrazole-3-carbonyl chloride (0.4 g, 2.6 mmol) was added. The mixture was stirred at room temperature overnight. The mixture was concentrated, and the residue was dissolved in CH2Cl2 (80 mL). The CH2Cl2 solution was washed with water (2×30 mL)...